Dataset: the Open Reaction Database (ORD), a public repository of structured organic reaction records. Task: describe an organic reaction: reactants, conditions, products, and yield Reaction SMILES: [CH3:1][C:2]1[CH:11]=[CH:10][C:9]2[C:4](=[CH:5][CH:6]=[CH:7][C:8]=2[N:12]2[CH2:17][CH2:16][N:15]([CH2:18][CH2:19][C:20]3[CH:21]=[C:22]([CH:24]=[CH:25][CH:26]=3)[NH2:23])[CH2:14][CH2:13]2)[N:3]=1.[F:27][C:28]1[C:36]2[C:35](=O)O[C:33](=O)[C:32]=2[CH:31]=[CH:30][CH:29]=1>>[F:27][C:28]1[CH:29]=[CH:30][CH:31]=[C:32]2[C:36]=1[CH2:35][N:23]([C:22]1[CH:24]=[CH:25][CH:26]=[C:20]([CH2:19][CH2:18][N:15]3[CH2:14][CH2:13][N:12]([C:8]4[CH:7]=[CH:6][CH:5]=[C:4]5[C:9]=4[CH:10]=[CH:11][C:2]([CH3:1])=[N:3]5)[CH2:17][CH2:16]3)[CH:21]=1)[CH2:33]2. Product: FC1=C2CN(CC2=CC=C1)C1=CC(=CC=C1)CCN1CCN(CC1)C1=C2C=CC(=NC2=CC=C1)C (4-fluoro-2-(3-{2-[4-(2-methyl-5-quinolinyl)-1-piperazinyl]ethyl}phenyl)-1H-isoindole). Procedure: Prepared from 3-{2-[4-(2-methyl-5-quinolinyl)-1-piperazinyl]ethyl}aniline (D6) and 4-fluoro-2-benzofuran-1,3-dione according to Method I. The reactants are CC1=NC2=CC=CC(=C2C=C1)N1CCN(CC1)CCC=1C=C(N)C=CC1 (3-{2-[4-(2-Methyl-5-quinolinyl)-1-piperazinyl]ethyl}aniline), FC1=CC=CC=2C(OC(C21)=O)=O (4-fluoro-2-benzofuran-1,3-dione). Starting materials: O1C=C(C(C2=CC=CC=C12)=O)C(=O)O (chromone-3-carboxylic acid), S(=O)(Cl)Cl (thionyl chloride). The solvent is C1CCCCC1 (cyclohexane). The product is O1C=C(C(C2=CC=CC=C12)=O)C(=O)Cl (chromone-3-carbonyl chloride). As a reaction SMILES: [O:1]1[C:10]2[C:5](=[CH:6][CH:7]=[CH:8][CH:9]=2)[C:4](=[O:11])[C:3]([C:12]([OH:14])=O)=[CH:2]1.S(Cl)([Cl:17])=O>C1CCCCC1>[O:1]1[C:10]2[C:5](=[CH:6][CH:7]=[CH:8][CH:9]=2)[C:4](=[O:11])[C:3]([C:12]([Cl:17])=[O:14])=[CH:2]1. Procedure details: A mixture of chromone-3-carboxylic acid (1.25 g) and thionyl chloride (6 ml) was heated at reflux for 5 minutes. The reaction mixture was then diluted with cyclohexane (15 ml) and ice-cooled. The crystalline precipitate was collected by filtration, washed with cyclohexane and dried under vacuum to give chromone-3-carbonyl chloride (1.2 g). Reactants: O (Water), C([O-])([O-])=O.[K+].[K+] (potassium carbonate), compound 15-2, C(C)(C)(C)OC(NC1(COC(OC1)(C)C)\C=C\C1=CC(=C(C=C1)O)C(F)(F)F)=O ((E)-{5-[2-(4-hydroxy-3-trifluoromethylphenyl)vinyl]-2,2-dimethyl-1,3-dioxan-5-yl}carbamic acid t-butyl ester). Run in CN(C=O)C (N,N-dimethylformamide). Conditions: temperature 50 celsius, time 2 hour. Yields the product C(C)(C)(C)OC(NC1(COC(OC1)(C)C)\C=C\C1=CC(=C(C=C1)OCCCC1=CC(=CC=C1)C)C(F)(F)F)=O ((E)-[2,2-dimethyl-5-(2-{4-[3-(3-methylphenyl)propoxy]-3-trifluoromethylphenyl}vinyl)-1,3-dioxan-5-yl]carbamic acid t-butyl ester). The yield is 212.7%. Reaction SMILES: [C:1]([O:5][C:6](=[O:29])[NH:7][C:8]1(/[CH:16]=[CH:17]/[C:18]2[CH:23]=[CH:22][C:21]([OH:24])=[C:20]([C:25]([F:28])([F:27])[F:26])[CH:19]=2)[CH2:13][O:12][C:11]([CH3:15])([CH3:14])[O:10][CH2:9]1)([CH3:4])([CH3:3])[CH3:2].C(=O)([O-])[O-].[K+].[K+].O>CN(C)C=O>[C:1]([O:5][C:6](=[O:29])[NH:7][C:8]1(/[CH:16]=[CH:17]/[C:18]2[CH:23]=[CH:22][C:21]([O:24][CH2:8][CH2:16][CH2:17][C:18]3[CH:23]=[CH:22][CH:21]=[C:20]([CH3:25])[CH:19]=3)=[C:20]([C:25]([F:28])([F:26])[F:27])[CH:19]=2)[CH2:13][O:12][C:11]([CH3:15])([CH3:14])[O:10][CH2:9]1)([CH3:2])([CH3:3])[CH3:4] |f:1.2.3|. Procedure details: Compound 93-8 (400 mg) was dissolved in N,N-dimethylformamide (10 ml), potassium carbonate (397 mg) and compound 15-2 (246 mg) were added, and the mixture was stirred at 50° C. for 2 hr. Water was added to the reaction mixture, and the mixture was extracted with ethyl acetate, washed with water and saturated brine, and dried over anhydrous magnesium sulfate. The solvent was evaporated under reduced pressure to give the object product (560 mg) as a white solid. The reactants are CN(S(=O)(=O)Cl)C (dimethylsulfamoyl chloride), CNC1CN(CC1)C(=O)C1=CC2=NC=CC(=C2S1)Cl ((3-methylamino-pyrrolidin-1-yl)-(7-chloro-thieno[3,2-b]pyridin-2yl)-methanone). The product is CN(S(N(C)C)(=O)=O)C1CN(CC1)C(=O)C1=CC2=NC=CC(=C2S1)Cl ((+/−)-Dimethylsulfamic acid methyl-{1-[7-chloro-thieno[3,2-b]pyridine-2-carbonyl]-pyrrolidin-3-yl}-amide). As a reaction SMILES: [CH3:1][N:2]([CH3:7])[S:3](Cl)(=[O:5])=[O:4].[CH3:8][NH:9][CH:10]1[CH2:14][CH2:13][N:12]([C:15]([C:17]2[S:25][C:24]3[C:19](=[N:20][CH:21]=[CH:22][C:23]=3[Cl:26])[CH:18]=2)=[O:16])[CH2:11]1>>[CH3:8][N:9]([CH:10]1[CH2:14][CH2:13][N:12]([C:15]([C:17]2[S:25][C:24]3[C:19](=[N:20][CH:21]=[CH:22][C:23]=3[Cl:26])[CH:18]=2)=[O:16])[CH2:11]1)[S:3](=[O:5])(=[O:4])[N:2]([CH3:7])[CH3:1]. Procedure details: The title compound was prepared from dimethylsulfamoyl chloride and (3-methylamino-pyrrolidin-1-yl)-(7-chloro-thieno[3,2-b]pyridin-2yl)-methanone by a procedure analogous to Example 64C. MS: 403/405 (MH+); HPLC Rf: 4.76 min.; HPLC purity 98%. The reactants are M−Si(CH3)2C(CH3)3, C(C)(C)(C)OC(NC(C(N(C)OC)=O)C1=CC(=C(C=C1)C)Cl)=O (rac-[(3-chloro-4-methyl-phenyl)-(methoxy-methyl-carbamoyl)-methyl]-carbamic acid tert-butyl ester), C(C)(C)(C)OC(NC(C(N(C)OC)=O)C1=CC(=C(C=C1)C)Cl)=O (rac-[(3-chloro-4-methyl-phenyl)-(methoxy-methyl-carbamoyl)-methyl]-carbamic acid tert-butyl ester), BrC1=CC=C(O[Si](C)(C)C(C)(C)C)C=C1 ((4-bromo-phenoxy)-tert-butyl-dimethyl-silane). Reaction SMILES: [C:1]([O:5][C:6](=[O:23])[NH:7][CH:8]([C:15]1[CH:20]=[CH:19][C:18]([CH3:21])=[C:17]([Cl:22])[CH:16]=1)[C:9](=[O:14])N(OC)C)([CH3:4])([CH3:3])[CH3:2].Br[C:25]1[CH:38]=[CH:37][C:28]([O:29][Si:30]([C:33]([CH3:36])([CH3:35])[CH3:34])([CH3:32])[CH3:31])=[CH:27][CH:26]=1>>[C:1]([O:5][C:6](=[O:23])[NH:7][CH:8]([C:15]1[CH:20]=[CH:19][C:18]([CH3:21])=[C:17]([Cl:22])[CH:16]=1)[C:9]([C:25]1[CH:38]=[CH:37][C:28]([O:29][Si:30]([C:33]([CH3:36])([CH3:35])[CH3:34])([CH3:31])[CH3:32])=[CH:27][CH:26]=1)=[O:14])([CH3:2])([CH3:3])[CH3:4]. Product: C(C)(C)(C)OC(NC(C(=O)C1=CC=C(C=C1)O[Si](C)(C)C(C)(C)C)C1=CC(=C(C=C1)C)Cl)=O (rac-[2-[4-(tert-Butyl-dimethyl-silanyloxy)-phenyl]-1-(3-chloro-4-methyl-phenyl)-2-oxo-ethyl]-carbamic acid tert-butyl ester). Procedure details: The title compound was prepared from rac-[(3-chloro-4-methyl-phenyl)-(methoxy-methyl-carbamoyl)-methyl]-carbamic acid tert-butyl ester (Intermediate 4) and (4-bromo-phenoxy)-tert-butyl-dimethyl-silane in analogy to Example 1a): MS (ISP): 374.3 ((M−Si(CH3)2C(CH3)3)+H)+ (100%). Reactants: S(=O)(=O)(OC)OC (dimethyl sulfate), [OH-].[Na+] (sodium hydroxide), S(=O)(=O)(OC)OC (dimethyl sulfate), COC(C)NC(C)=O (N-α-methoxyethyl-acetamide). The solvent is N (ammonia). Conditions: time 3 hour. The product is COC(C)N(C(C)=O)C (N-α-methoxyethyl-N-methyl-acetamide). Yield: 457.4%. As a reaction SMILES: S(OC)(O[CH3:5])(=O)=O.[OH-].[Na+].[CH3:10][O:11][CH:12]([NH:14][C:15](=[O:17])[CH3:16])[CH3:13]>N>[CH3:10][O:11][CH:12]([N:14]([CH3:5])[C:15](=[O:17])[CH3:16])[CH3:13] |f:1.2|. Procedure: 25 g (0.2 mole) of dimethyl sulfate are added to 500 ml of 50% strength sodium hydroxide solution at 5°-10° C., and 158 g (1.25 moles) of dimethyl sulfate and 117 g (1.0 mole) of N-α-methoxyethyl-acetamide are simultaneously added dropwise in the course of 3 hours, while stirring. After a further 3 hours, 50 ml of concentrated ammonia are added, and after 30 minutes, the phases are separated in a separating funnel and the aqueous layer is extracted with diethyl ether. After stripping off the sol... Reactants: C1(CC(C2=CC=CC=C12)=O)=O (indan-1,3-dione), ClC=1C=C(C=O)C=CC1Cl (3,4-dichlorobenzaldehyde). Reagents/catalysts: N1CCCCC1 (piperidine). The solvent is CCO (EtOH), CCO (EtOH). Product: ClC=1C=C(C=C2C(C3=CC=CC=C3C2=O)=O)C=CC1Cl (2-(3,4-dichloro-benzylidene)-indane-1,3-dione). Isolated yield 85.0%. RXN SMILES: [C:1]1(=[O:11])[C:9]2[C:4](=[CH:5][CH:6]=[CH:7][CH:8]=2)[C:3](=[O:10])[CH2:2]1.[Cl:12][C:13]1[CH:14]=[C:15]([CH:18]=[CH:19][C:20]=1[Cl:21])[CH:16]=O>CCO.N1CCCCC1>[Cl:12][C:13]1[CH:14]=[C:15]([CH:18]=[CH:19][C:20]=1[Cl:21])[CH:16]=[C:2]1[C:1](=[O:11])[C:9]2[C:4](=[CH:5][CH:6]=[CH:7][CH:8]=2)[C:3]1=[O:10]. Procedure details: To a solution of indan-1,3-dione (1a) (960 mg, 6.6 mmol) in EtOH (8.2 mL) was added 3,4-dichlorobenzaldehyde (b) (1.3 g 7.2 mmol) followed by piperidine (3 drops). The reaction mixture was heated to reflux for 30 min. After cooling the reaction was diluted with EtOH (8 mL) and the precipitate was filtered. The resulting solid was triturated twice with EtOH and dried under high vacuum to give 2-(3,4-dichloro-benzylidene)-indane-1,3-dione (1c) (1.7 g, 82% yield). The reactants are O=[N+]([O-])c1cc(Br)c(F)cc1F, C1CCOC1, CCO, [Cl-], [Fe], [NH4+], O. Product: Nc1cc(Br)c(F)cc1F. As a reaction SMILES: [Br:1][c:2]1[c:3]([F:12])[cH:4][c:5]([F:11])[c:6]([N+:8]([O-:9])=[O:10])[cH:7]1.[CH2:16]1[O:17][CH2:18][CH2:19][CH2:20]1.[CH3:13][CH2:14][OH:15].[Cl-:21].[Fe:24].[NH4+:22].[OH2:23]>>[Br:1][c:2]1[c:3]([F:12])[cH:4][c:5]([F:11])[c:6]([NH2:8])[cH:7]1.